From a dataset of the Open Reaction Database (ORD), a public repository of structured organic reaction records. describe an organic reaction: reactants, conditions, products, and yield The reactants are C=CCBr, CCCC[N+](C)(CCCC)CCCC, COC(C)(C)C, [Cl-], COC(CNc1cnc(Cl)c(Cl)c1)OC, [Na+], [OH-]. The product is C=CCN(CC(OC)OC)c1cnc(Cl)c(Cl)c1. RXN SMILES: [CH2:16]([CH:17]=[CH2:18])[Br:19].[CH3:21][N+:22]([CH2:23][CH2:24][CH2:25][CH3:26])([CH2:27][CH2:28][CH2:29][CH3:30])[CH2:31][CH2:32][CH2:33][CH3:34].[CH3:35][O:36][C:37]([CH3:38])([CH3:39])[CH3:40].[Cl-:20].[Cl:1][c:2]1[cH:3][c:4]([NH:9][CH2:10][CH:11]([O:12][CH3:13])[O:14][CH3:15])[cH:5][n:6][c:7]1[Cl:8].[Na+:42].[OH-:41]>>[Cl:1][c:2]1[cH:3][c:4]([N:9]([CH2:10][CH:11]([O:12][CH3:13])[O:14][CH3:15])[CH2:18][CH:17]=[CH2:16])[cH:5][n:6][c:7]1[Cl:8].